From a dataset of the Open Reaction Database (ORD), a public repository of structured organic reaction records. describe an organic reaction: reactants, conditions, products, and yield Reactants: [Cl-].O[NH3+] (hydroxylammonium chloride), C(O)([O-])=O.[Na+] (sodium hydrogen carbonate), CS(=O)C (dimethyl sulfoxide), C(C)C(CO[C@@H]1CC[C@H](CC1)N1C=2N(C(=C(C1=O)CC1=CC=C(C=C1)C=1C(=CC=CC1)C#N)CCC)N=C(N2)C)(CC)O (4′-({4-[trans-4-(2-ethyl-2-hydroxybutoxy)cyclohexyl]-2-methyl-5-oxo-7-propyl-4,5-dihydro[1,2,4]triazolo[1,5-a]pyrimidin-6-yl}methyl)biphenyl-2-carbonitrile). Run in C(C)(=O)OCC (ethyl acetate). Reaction conditions: temperature 40 celsius, time 30 minute. Product: C(C)C(CO[C@@H]1CC[C@H](CC1)N1C=2N(C(=C(C1=O)CC1=CC=C(C=C1)C1=C(C=CC=C1)C1=NOC(N1)=O)CCC)N=C(N2)C)(CC)O (4-[trans-4-(2-ethyl-2-hydroxybutoxy)cyclohexyl]-2-methyl-6-{[2′-(5-oxo-4,5-dihydro-1,2,4-oxadiazol-3-yl)biphenyl-4-yl]methyl}-7-propyl[1,2,4]triazolo[1,5-a]pyrimidin-5(4H)-one). Yield: 48.4%. As a reaction SMILES: [Cl-].O[NH3+:3].[C:4](=[O:7])([O-])[OH:5].[Na+].CS(C)=O.[CH2:13]([C:15]([OH:55])([CH2:53][CH3:54])[CH2:16][O:17][C@H:18]1[CH2:23][CH2:22][C@H:21]([N:24]2[C:29](=[O:30])[C:28]([CH2:31][C:32]3[CH:37]=[CH:36][C:35]([C:38]4[C:39]([C:44]#[N:45])=[CH:40][CH:41]=[CH:42][CH:43]=4)=[CH:34][CH:33]=3)=[C:27]([CH2:46][CH2:47][CH3:48])[N:26]3[N:49]=[C:50]([CH3:52])[N:51]=[C:25]23)[CH2:20][CH2:19]1)[CH3:14]>C(OCC)(=O)C>[CH2:13]([C:15]([OH:55])([CH2:53][CH3:54])[CH2:16][O:17][C@H:18]1[CH2:23][CH2:22][C@H:21]([N:24]2[C:29](=[O:30])[C:28]([CH2:31][C:32]3[CH:33]=[CH:34][C:35]([C:38]4[CH:43]=[CH:42][CH:41]=[CH:40][C:39]=4[C:44]4[NH:3][C:4](=[O:7])[O:5][N:45]=4)=[CH:36][CH:37]=3)=[C:27]([CH2:46][CH2:47][CH3:48])[N:26]3[N:49]=[C:50]([CH3:52])[N:51]=[C:25]23)[CH2:20][CH2:19]1)[CH3:14] |f:0.1,2.3|. Reported procedure: A mixture of hydroxylammonium chloride (0.27 g), sodium hydrogen carbonate (0.43 g) and dimethyl sulfoxide (5 mL) was stirred at 40° C. for 30 min, 4′-({4-[trans-4-(2-ethyl-2-hydroxybutoxy)cyclohexyl]-2-methyl-5-oxo-7-propyl-4,5-dihydro[1,2,4]triazolo[1,5-a]pyrimidin-6-yl}methyl)biphenyl-2-carbonitrile (0.15 g) was added, and the mixture was stirred at 90° C. for 16 hr. The reaction mixture was diluted with ethyl acetate, washed with water and then with saturated brine, and dried over anhydrous ... Yields the product C(C)(C)N1CCC(CC1)OC1=C(C=C(C=C1)[N+](=O)[O-])OC (1-isopropyl-4-(2-methoxy-4-nitrophenoxy)piperidine). The reactants are C(C)(=O)O (acetic acid), COC1=C(OC2CCNCC2)C=CC(=C1)[N+](=O)[O-] (4-(2-methoxy-4-nitrophenoxy)piperidine), CC(=O)C (acetone), C(#N)[BH3-].[Na+] (sodium cyanoborohydride), CC(=O)C (acetone), C(#N)[BH3-].[Na+] (sodium cyanoborohydride). Conditions: time 24 hour. Procedure: To a solution of 10% acetic acid in methanol was added 4-(2-methoxy-4-nitrophenoxy)piperidine (148 mg, 0.59 mmol, 1 eq), anhydrous acetone (5 eq), and sodium cyanoborohydride (1.5 eq). The solution was stirred at room temperature for 24 h. Additional anhydrous acetone (5 eq) and sodium cyanoborohydride (1.5 eq) were added and the reaction was stirred for 24 h. The solvent was evaporated, the residue was brought to pH 10 with aqueous sodium carbonate and extracted with EtOAc. The organic layer wa... The solvent is CO (methanol). Isolated yield 97.0%. As a reaction SMILES: C(O)(=O)C.[CH3:5][O:6][C:7]1[CH:19]=[C:18]([N+:20]([O-:22])=[O:21])[CH:17]=[CH:16][C:8]=1[O:9][CH:10]1[CH2:15][CH2:14][NH:13][CH2:12][CH2:11]1.[CH3:23][C:24]([CH3:26])=O.C([BH3-])#N.[Na+]>CO>[CH:24]([N:13]1[CH2:14][CH2:15][CH:10]([O:9][C:8]2[CH:16]=[CH:17][C:18]([N+:20]([O-:22])=[O:21])=[CH:19][C:7]=2[O:6][CH3:5])[CH2:11][CH2:12]1)([CH3:26])[CH3:23] |f:3.4|. Reactants: [OH-].[NH3+]N (hydrazinium hydroxide), FC1=C(C=CC(=C1)CCC)B(O)O (2-fluoro-4-propylbenzeneboronic acid), BrC1=CC(=C(C(=C1)F)C(OC1=CC(=C(C=C1)C1=CC(=C(C(=C1)F)C(F)(F)F)F)F)(F)F)F (4′-[(4-bromo-2,6-difluorophenyl)difluoromethoxy]-3,5,2′-trifluoro-4-trifluoromethylbiphenyl), sodium metaborate octahydrate. Reagents/catalysts: Cl[Pd]([P](C1=CC=CC=C1)(C2=CC=CC=C2)C3=CC=CC=C3)([P](C4=CC=CC=C4)(C5=CC=CC=C5)C6=CC=CC=C6)Cl (bis(triphenyl-phosphine)palladium(II) chloride). The solvent is C1CCOC1.O (THF water), CC(C)(C)OC (MTBE). The product is FC(OC1=CC=C(C(=C1)F)C1=CC(=C(C(=C1)F)C(F)(F)F)F)(C1=C(C=C(C=C1F)C1=C(C=C(C=C1)CCC)F)F)F (4-[difluoro(3,5,2′-trifluoro-4′-propyl-biphenyl-4-yl)methoxy]-6,3′,5′-trifluoro-4′-trifluoromethylbiphenyl). As a reaction SMILES: [F:1][C:2]1[CH:7]=[C:6]([CH2:8][CH2:9][CH3:10])[CH:5]=[CH:4][C:3]=1B(O)O.Br[C:15]1[CH:20]=[C:19]([F:21])[C:18]([C:22]([F:44])([F:43])[O:23][C:24]2[CH:29]=[CH:28][C:27]([C:30]3[CH:35]=[C:34]([F:36])[C:33]([C:37]([F:40])([F:39])[F:38])=[C:32]([F:41])[CH:31]=3)=[C:26]([F:42])[CH:25]=2)=[C:17]([F:45])[CH:16]=1.[OH-].[NH3+]N>C1COCC1.O.CC(OC)(C)C.Cl[Pd](Cl)([P](C1C=CC=CC=1)(C1C=CC=CC=1)C1C=CC=CC=1)[P](C1C=CC=CC=1)(C1C=CC=CC=1)C1C=CC=CC=1>[F:43][C:22]([F:44])([C:18]1[C:19]([F:21])=[CH:20][C:15]([C:3]2[CH:4]=[CH:5][C:6]([CH2:8][CH2:9][CH3:10])=[CH:7][C:2]=2[F:1])=[CH:16][C:17]=1[F:45])[O:23][C:24]1[CH:25]=[C:26]([F:42])[C:27]([C:30]2[CH:35]=[C:34]([F:36])[C:33]([C:37]([F:40])([F:39])[F:38])=[C:32]([F:41])[CH:31]=2)=[CH:28][CH:29]=1 |f:2.3,4.5,^1:63,82|. Procedure details: A mixture of 2.60 g (14.3 mmol) of 2-fluoro-4-propylbenzeneboronic acid, 7.0 g (13.1 mmol) of 4′-[(4-bromo-2,6-difluorophenyl)difluoromethoxy]-3,5,2′-trifluoro-4-trifluoromethylbiphenyl, 0.30 g (0.42 mmol) of bis(triphenyl-phosphine)palladium(II) chloride and 2.80 g (10.1 mmol) of sodium metaborate octahydrate is initially introduced in 40 ml of THF/water=3:1. 0.02 ml (0.4 mmol) of hydrazinium hydroxide is added, and the mixture is refluxed for 20 h. After cooling, the batch is diluted with MTBE... The reactants are COC(\C(=C\C1CCCCC1)\C1=CC(=C(C=C1)S(=O)(=O)C)[N+](=O)[O-])=O ((E)-3-cyclohexyl-2-(4-(methanesulfonyl)-3-nitro-phenyl)-acrylic acid methyl ester), [OH-].[Na+] (sodium hydroxide). The solvent is C(C)O (ethanol). Reaction conditions: temperature 47.5 celsius, time 15 hour. Product: C1(CCCCC1)/C=C(/C(=O)O)\C1=CC(=C(C=C1)S(=O)(=O)C)[N+](=O)[O-] ((E)-3-cyclohexyl-2-(4-(methanesulfonyl)-3-nitro-phenyl)-acrylic acid). Isolated yield 89.8%. RXN SMILES: C[O:2][C:3](=[O:25])/[C:4](/[C:12]1[CH:17]=[CH:16][C:15]([S:18]([CH3:21])(=[O:20])=[O:19])=[C:14]([N+:22]([O-:24])=[O:23])[CH:13]=1)=[CH:5]/[CH:6]1[CH2:11][CH2:10][CH2:9][CH2:8][CH2:7]1.[OH-].[Na+]>C(O)C>[CH:6]1(/[CH:5]=[C:4](\[C:12]2[CH:17]=[CH:16][C:15]([S:18]([CH3:21])(=[O:20])=[O:19])=[C:14]([N+:22]([O-:24])=[O:23])[CH:13]=2)/[C:3]([OH:25])=[O:2])[CH2:11][CH2:10][CH2:9][CH2:8][CH2:7]1 |f:1.2|. Reported procedure: A solution of (E)-3-cyclohexyl-2-(4-(methanesulfonyl)-3-nitro-phenyl)-acrylic acid methyl ester (597 mg, 1.62 mmol) in ethanol (10 mL) was treated with a 1N aqueous sodium hydroxide solution (8 mL). The solution was heated at 45-50° C. For 15 h, at which time, thin layer chromatography analysis of the reaction mixture indicated the absence of starting material. The reaction mixture was concentrated in vacuo to remove ethanol. The residue was diluted with water (20 mL) and extracted with diethyl ... RXN SMILES: [CH2:20]1[CH2:21][O:22][CH2:23][CH2:24][NH:25]1.[CH2:26]([Cl:27])[Cl:28].[c:1]1([CH:11]=[C:12]2[C:13](=[O:14])[O:15][C:16](=[O:19])[CH2:17][CH2:18]2)[cH:2][cH:3][cH:4][c:5]2[cH:6][cH:7][cH:8][cH:9][c:10]12>>[c:1]1([CH:11]=[C:12]([C:13](=[O:14])[OH:15])[CH2:18][CH2:17][C:16](=[O:19])[N:25]2[CH2:20][CH2:21][O:22][CH2:23][CH2:24]2)[cH:2][cH:3][cH:4][c:5]2[cH:6][cH:7][cH:8][cH:9][c:10]12. Product: O=C(O)C(=Cc1cccc2ccccc12)CCC(=O)N1CCOCC1. Starting materials: C1COCCN1, ClCCl, O=C1CCC(=Cc2cccc3ccccc23)C(=O)O1. The reactants are P(Cl)(Cl)(Cl)(Cl)Cl (phosphorus pentachloride), [N+](=O)([O-])C1=CC2=C(N(C(N2)=O)C)C=C1 (5-nitro-1-methyl-benzimidazol-2-one). Run in P(=O)(Cl)(Cl)Cl (phosphorus oxychloride). Run at temperature 125 celsius, time 2 hour. Product: [N+](=O)([O-])C1=CC2=C(N(C(=N2)Cl)C)C=C1 (5-nitro-2-chloro-1-methyl-benzimidazole). RXN SMILES: P(Cl)(Cl)(Cl)(Cl)[Cl:2].[N+:7]([C:10]1[CH:20]=[CH:19][C:13]2[N:14]([CH3:18])[C:15](=O)[NH:16][C:12]=2[CH:11]=1)([O-:9])=[O:8]>P(Cl)(Cl)(Cl)=O>[N+:7]([C:10]1[CH:20]=[CH:19][C:13]2[N:14]([CH3:18])[C:15]([Cl:2])=[N:16][C:12]=2[CH:11]=1)([O-:9])=[O:8]. Reported procedure: 2.1 g (0.01 mol) of phosphorus pentachloride are dissolved in 2.5 ml phosphorus oxychloride and after the addition of 1.9 g (0.01 mol) of 5-nitro-1-methyl-benzimidazol-2-one the mixture is stirred for two hours at 125° C. The solvent is evaporated off, the residue is poured onto ice water and neutralised with ammonia. The precipitate formed is suction filtered and dried. Reactants: CCc1nc(-c2ccc(C(F)(F)F)cc2)oc1C(C)Oc1ccc(CCC(=O)OC)c(C)c1, [Na+], [OH-]. Product: CCc1nc(-c2ccc(C(F)(F)F)cc2)oc1C(C)Oc1ccc(CCC(=O)O)c(C)c1. As a reaction SMILES: [CH3:1][O:2][C:3]([CH2:4][CH2:5][c:6]1[c:7]([CH3:32])[cH:8][c:9]([O:12][CH:13]([CH3:14])[c:15]2[c:16]([CH2:30][CH3:31])[n:17][c:18](-[c:20]3[cH:21][cH:22][c:23]([C:26]([F:27])([F:28])[F:29])[cH:24][cH:25]3)[o:19]2)[cH:10][cH:11]1)=[O:33].[Na+:35].[OH-:34]>>[O:2]=[C:3]([CH2:4][CH2:5][c:6]1[c:7]([CH3:32])[cH:8][c:9]([O:12][CH:13]([CH3:14])[c:15]2[c:16]([CH2:30][CH3:31])[n:17][c:18](-[c:20]3[cH:21][cH:22][c:23]([C:26]([F:27])([F:28])[F:29])[cH:24][cH:25]3)[o:19]2)[cH:10][cH:11]1)[OH:33]. Reactants: C1(=CC=CC=C1)C1(C=CC(CC1)=O)C1=CC=CC=C1 (4,4-diphenylcyclohex-2-en-1-one), C[Si](C)(C)CN1CN(CN(C1)C[Si](C)(C)C)C[Si](C)(C)C (1,3,5-tris-trimethylsilylmethyl-1,3,5-triazine), C1(=CC=CC=C1)CC(=O)F (phenylacetyl fluoride). The solvent is ClC(CCl)Cl (1,1,2-trichloroethane), ClC(CCl)Cl (1,1,2-trichloroethane), ClCCl (dichloromethane). Reaction conditions: temperature 120 celsius. Product: C1(=CC=CC=C1)C1(CCC(C2CN(CC12)C(CC1=CC=CC=C1)=O)=O)C1=CC=CC=C1 ((3aRS,7aRS)-7,7-diphenyl-2-(phenylacetyl)-4-perhydroisoindolone). Isolated yield 12.8%. Reaction SMILES: [C:1]1([C:7]2([C:14]3[CH:19]=[CH:18][CH:17]=[CH:16][CH:15]=3)[CH2:12][CH2:11][C:10](=[O:13])[CH:9]=[CH:8]2)[CH:6]=[CH:5][CH:4]=[CH:3][CH:2]=1.C[Si]([CH2:24][N:25]1CN(C[Si](C)(C)C)CN(C[Si](C)(C)C)[CH2:26]1)(C)C.[C:41]1([CH2:47][C:48](F)=[O:49])[CH:46]=[CH:45][CH:44]=[CH:43][CH:42]=1>ClC(Cl)CCl.ClCCl>[C:1]1([C:7]2([C:14]3[CH:19]=[CH:18][CH:17]=[CH:16][CH:15]=3)[CH:12]3[CH:11]([CH2:24][N:25]([C:48](=[O:49])[CH2:47][C:41]4[CH:46]=[CH:45][CH:44]=[CH:43][CH:42]=4)[CH2:26]3)[C:10](=[O:13])[CH2:9][CH2:8]2)[CH:2]=[CH:3][CH:4]=[CH:5][CH:6]=1. Procedure: A solution of 4,4-diphenylcyclohex-2-en-1-one (25 g) and 1,3,5-tris-trimethylsilylmethyl-1,3,5-triazine (1.65 g) in 1,1,2-trichloroethane (17 cc) is treated with a solution of phenylacetyl fluoride (1.8 g) in 1,1,2-trichloroethane (5 cc) and the mixture is then heated at 120° C. for 22 hours. The reaction mixture is diluted with dichloromethane (100 cc), washed with saturated sodium bicarbonate solution (100 cc) and with saturated sodium chloride solution (100 cc), dried over magnesium sulphate ... The reactants are FC1=C(C(=CC(=C1F)C)[N+](=O)[O-])O (2,3-difluoro-4-methyl-6-nitrophenol), [H][H] (hydrogen). The reagents and catalysts are [Pd] (Pd/C). The solvent is C(C)O (ethanol). Product: FC1=C(C(=CC(=C1F)C)N)O (2,3-difluoro-4-methyl-6-aminophenol). The yield is 98.9%. RXN SMILES: [F:1][C:2]1[C:7]([F:8])=[C:6]([CH3:9])[CH:5]=[C:4]([N+:10]([O-])=O)[C:3]=1[OH:13].[H][H]>C(O)C.[Pd]>[F:1][C:2]1[C:7]([F:8])=[C:6]([CH3:9])[CH:5]=[C:4]([NH2:10])[C:3]=1[OH:13]. Procedure: A solution of 2,3-difluoro-4-methyl-6-nitrophenol (1.2 g, 6.35 mmol) (D44) in ethanol (120 mL) was hydrogenated using a 10% Pd/C cartridge in the H-cube™ hydrogenator at 1 mL/min and full hydrogen at 25° C. Evaporation gave 2,3-difluoro-4-methyl-6-aminophenol (1.0 g, 6.28 mmol, 99% yield) as a fawn solid. Reactants: C[Si](C)(C)[N-][Si](C)(C)C, COc1cc2c(Cl)ncnc2cc1OCCCN1CCOCC1, COCCC#Cc1cc(F)c(N)c2c1OCO2, [Na+], CN(C)C=O. The product is COCCC#Cc1cc(F)c(Nc2ncnc3cc(OCCCN4CCOCC4)c(OC)cc23)c2c1OCO2. As a reaction SMILES: [CH3:41][Si:42]([N-:43][Si:44]([CH3:45])([CH3:46])[CH3:47])([CH3:48])[CH3:49].[Cl:1][c:2]1[n:3][cH:4][n:5][c:6]2[cH:7][c:8]([O:14][CH2:15][CH2:16][CH2:17][N:18]3[CH2:19][CH2:20][O:21][CH2:22][CH2:23]3)[c:9]([O:12][CH3:13])[cH:10][c:11]12.[F:24][c:25]1[c:26]([NH2:40])[c:27]2[c:28]([c:32]([C:34]#[C:35][CH2:36][CH2:37][O:38][CH3:39])[cH:33]1)[O:29][CH2:30][O:31]2.[Na+:50].[O:51]=[CH:52][N:53]([CH3:54])[CH3:55]>>[c:2]1([NH:40][c:26]2[c:25]([F:24])[cH:33][c:32]([C:34]#[C:35][CH2:36][CH2:37][O:38][CH3:39])[c:28]3[c:27]2[O:31][CH2:30][O:29]3)[n:3][cH:4][n:5][c:6]2[cH:7][c:8]([O:14][CH2:15][CH2:16][CH2:17][N:18]3[CH2:19][CH2:20][O:21][CH2:22][CH2:23]3)[c:9]([O:12][CH3:13])[cH:10][c:11]12.